From a dataset of the Open Reaction Database (ORD), a public repository of structured organic reaction records. describe an organic reaction: reactants, conditions, products, and yield Reactants: ClC1=C(C(=CC=C1)Cl)[Sn](C)(C)C (2,6-dichlorophenyl trimethylstannane), BrC=1C=C2[C@H]3[C@@H](N4C2=C(C1)SCC4)CCN(C3)C(=O)OC(C)(C)C (tert-butyl(6bR,10aS)-5-bromo-1,2,6b,9,10,10a-hexahydropyrido[4,3-b][1,4]thiazino[2,3,4-hi]indole-8(7H)-carboxylate), C1=CC=C(C=C1)P(C2=CC=CC=C2)C3=CC=CC=C3 (PPh3), CuBr. The reagents and catalysts are Cl[Pd]([P](C1=CC=CC=C1)(C2=CC=CC=C2)C3=CC=CC=C3)([P](C4=CC=CC=C4)(C5=CC=CC=C5)C6=CC=CC=C6)Cl (Pd(PPh3)2Cl2). The solvent is C(C)OC(C)=O.O (ethylacetate water), CN(C)C=O (DMF). Run at time 5 minute. Yields the product ClC1=C(C=CC(=C1)Cl)C=1C=C2[C@H]3[C@@H](N4C2=C(C1)SCC4)CCN(C3)C(=O)OC(C)(C)C (tert-butyl(6bR,10aS)-5-(2,4-dichlorophenyl)-1,2,6b,9,10,10a-hexahydropyrido[4,3-b][1,4]thiazino[2,3,4-hi]indole-8(7H)-carboxylate). Isolated yield 50.5%. Reaction SMILES: Br[C:2]1[CH:3]=[C:4]2[C:8]3=[C:9]([S:11][CH2:12][CH2:13][N:7]3[C@H:6]3[CH2:14][CH2:15][N:16]([C:18]([O:20][C:21]([CH3:24])([CH3:23])[CH3:22])=[O:19])[CH2:17][C@@H:5]23)[CH:10]=1.C1C=CC(P(C2C=CC=CC=2)C2C=CC=CC=2)=CC=1.[Cl:44][C:45]1[CH:50]=[CH:49][CH:48]=[C:47]([Cl:51])[C:46]=1[Sn](C)(C)C>CN(C=O)C.C(OC(=O)C)C.O.Cl[Pd](Cl)([P](C1C=CC=CC=1)(C1C=CC=CC=1)C1C=CC=CC=1)[P](C1C=CC=CC=1)(C1C=CC=CC=1)C1C=CC=CC=1>[Cl:44][C:45]1[CH:46]=[C:47]([Cl:51])[CH:48]=[CH:49][C:50]=1[C:2]1[CH:3]=[C:4]2[C:8]3=[C:9]([S:11][CH2:12][CH2:13][N:7]3[C@H:6]3[CH2:14][CH2:15][N:16]([C:18]([O:20][C:21]([CH3:24])([CH3:22])[CH3:23])=[O:19])[CH2:17][C@@H:5]23)[CH:10]=1 |f:4.5,^1:70,89|. Reported procedure: General procedure for stannane coupling with aryl bromide: Degassed DMF (25 mL) was added to a mixture of tert-butyl(6bR,10aS)-5-bromo-1,2,6b,9,10,10a-hexahydropyrido[4,3-b][1,4]thiazino[2,3,4-hi]indole-8(7H)-carboxylate (316 mg, 0.768 mmol), PPh3 (40.4 mg, 0.154 mmol), CuBr (22 mg, 0.20 mmol) and Pd(PPh3)2Cl2 (55 mg, 0.0768 mmol) via cannula, at room temperature under N2 blanket. The reaction mixture was stirred at room temperature for 5 min and then 2,6-dichlorophenyl trimethylstannane (357 mg... The reactants are CC(C)=O, O=[Cr](=O)(O)O, O=c1[nH]c2ccccc2n1C1CCN(CCCC(O)c2ccc(F)cc2)CC1, [Na+], [OH-], O. Product: O=C(CCCN1CCC(n2c(=O)[nH]c3ccccc32)CC1)c1ccc(F)cc1. As a reaction SMILES: [CH3:29][C:30](=[O:31])[CH3:32].[Cr:33]([OH:34])([OH:35])(=[O:36])=[O:37].[F:1][c:2]1[cH:3][cH:4][c:5]([CH:8]([CH2:9][CH2:10][CH2:11][N:12]2[CH2:13][CH2:14][CH:15]([n:18]3[c:19](=[O:27])[nH:20][c:21]4[c:22]3[cH:23][cH:24][cH:25][cH:26]4)[CH2:16][CH2:17]2)[OH:28])[cH:6][cH:7]1.[Na+:39].[OH-:38].[OH2:40]>>[F:1][c:2]1[cH:3][cH:4][c:5]([C:8]([CH2:9][CH2:10][CH2:11][N:12]2[CH2:13][CH2:14][CH:15]([n:18]3[c:19](=[O:27])[nH:20][c:21]4[c:22]3[cH:23][cH:24][cH:25][cH:26]4)[CH2:16][CH2:17]2)=[O:28])[cH:6][cH:7]1.